From a dataset of the Open Reaction Database (ORD), a public repository of structured organic reaction records. describe an organic reaction: reactants, conditions, products, and yield Starting materials: C(C)(C)(C)OC(=O)N1CCC2(CC1)CCN(CC2)C(=O)N2C(=N[C@@]([C@@]2(C)C2=CC=C(C=C2)Cl)(C)C2=CC=C(C=C2)Cl)C=2C=NC(=CC2OCC)C(C)(C)C (9-[(4S,5R)-2-(6-tert-Butyl-4-ethoxy-pyridin-3-yl)-4,5-bis-(4-chloro-phenyl)-4,5-dimethyl-4,5-dihydro-imidazole-1-carbonyl]-3,9-diaza-spiro[5.5]undecane-3-carboxylic acid tert-butyl ester), FC(C(=O)O)(F)F (trifluoroacetic acid). Product: C(C)(C)(C)C1=CC(=C(C=N1)C=1N([C@]([C@](N1)(C)C1=CC=C(C=C1)Cl)(C)C1=CC=C(C=C1)Cl)C(=O)N1CCC2(CC1)CCNCC2)OCC ([(4S,5R)-2-(6-tert-Butyl-4-ethoxy-pyridin-3-yl)-4,5-bis-(4-chloro-phenyl)-4,5-dimethyl-4,5-dihydro-imidazol-1-yl]-(3,9-diaza-spiro[5.5]undec-3-yl)-methanone). RXN SMILES: C(OC([N:8]1[CH2:13][CH2:12][C:11]2([CH2:18][CH2:17][N:16]([C:19]([N:21]3[C@@:25]([C:27]4[CH:32]=[CH:31][C:30]([Cl:33])=[CH:29][CH:28]=4)([CH3:26])[C@@:24]([C:35]4[CH:40]=[CH:39][C:38]([Cl:41])=[CH:37][CH:36]=4)([CH3:34])[N:23]=[C:22]3[C:42]3[CH:43]=[N:44][C:45]([C:51]([CH3:54])([CH3:53])[CH3:52])=[CH:46][C:47]=3[O:48][CH2:49][CH3:50])=[O:20])[CH2:15][CH2:14]2)[CH2:10][CH2:9]1)=O)(C)(C)C.FC(F)(F)C(O)=O>>[C:51]([C:45]1[N:44]=[CH:43][C:42]([C:22]2[N:21]([C:19]([N:16]3[CH2:15][CH2:14][C:11]4([CH2:12][CH2:13][NH:8][CH2:9][CH2:10]4)[CH2:18][CH2:17]3)=[O:20])[C@@:25]([C:27]3[CH:32]=[CH:31][C:30]([Cl:33])=[CH:29][CH:28]=3)([CH3:26])[C@@:24]([C:35]3[CH:36]=[CH:37][C:38]([Cl:41])=[CH:39][CH:40]=3)([CH3:34])[N:23]=2)=[C:47]([O:48][CH2:49][CH3:50])[CH:46]=1)([CH3:52])([CH3:53])[CH3:54]. Procedure details: 9-[(4S,5R)-2-(6-tert-Butyl-4-ethoxy-pyridin-3-yl)-4,5-bis-(4-chloro-phenyl)-4,5-dimethyl-4,5-dihydro-imidazole-1-carbonyl]-3,9-diaza-spiro[5.5]undecane-3-carboxylic acid tert-butyl ester (example 74) was treated with trifluoroacetic acid to give the title compound. HR-MS (ES, m/z) calculated for C38H48Cl2N5O2 [(M+H)+] 676.318, observed 676.3177. Solvent: O (water). Reported procedure: A mixture of 9.0 g of 19A, 6.8 g of THPA and 100 mL of glacial acetic acid was heated at reflux temperature for 4 hours. The resulting mixture was cooled to room temperature, poured into 450 mL of water and extracted with ether. The extract phase was washed with water, dried (Na2SO4), and filtered, and the solvent was evaporated from the filtrate. The residue was flash-chromatographed on silica gel, with a 15:85 v:v mixture of ethyl acetate and hexane as eluent, to give N-(3-(allyloxy)-4-chloro-... Product: C(C=C)OC=1C=C(C(=CC1Cl)F)N1C(C2=C(C1=O)CCCC2)=O (N-(3-(allyloxy)-4-chloro-6-fluorophenyl)-3,4,5,6-tetrahydrophthalimide). RXN SMILES: [CH2:1]([O:4][C:5]1[CH:6]=[C:7]([C:9]([F:13])=[CH:10][C:11]=1[Cl:12])[NH2:8])[CH:2]=[CH2:3].[CH2:14]1[CH:19]2[C:20]([O:22][C:23](=O)[CH:18]2[CH2:17][CH:16]=[CH:15]1)=[O:21].C(O)(=O)C>O>[CH2:1]([O:4][C:5]1[CH:6]=[C:7]([N:8]2[C:20](=[O:21])[C:19]3[CH2:14][CH2:15][CH2:16][CH2:17][C:18]=3[C:23]2=[O:22])[C:9]([F:13])=[CH:10][C:11]=1[Cl:12])[CH:2]=[CH2:3]. The reactants are C(C=C)OC=1C=C(N)C(=CC1Cl)F (3-(allyloxy)-4-chloro-6-fluoroaniline), C1C=CCC2C1C(=O)OC2=O (THPA), C(C)(=O)O (acetic acid). Starting materials: FC=1C=CC(=C(C1)C1=CC=C2C=C(N=CC2=C1)N)C (7-(5-fluoro-2-methylphenyl)isoquinolin-3-amine), ClCCl (dichloromethane). Yields the product ClC1=C(N=CC2=CC(=CC=C12)C1=C(C=CC(=C1)F)C)N (4-chloro-7-(5-fluoro-2-methylphenyl)isoquinolin-3-amine). The yield is 85.0%. As a reaction SMILES: [F:1][C:2]1[CH:3]=[CH:4][C:5]([CH3:19])=[C:6]([C:8]2[CH:17]=[C:16]3[C:11]([CH:12]=[C:13]([NH2:18])[N:14]=[CH:15]3)=[CH:10][CH:9]=2)[CH:7]=1.[Cl:20]CCl>>[Cl:20][C:12]1[C:11]2[C:16](=[CH:17][C:8]([C:6]3[CH:7]=[C:2]([F:1])[CH:3]=[CH:4][C:5]=3[CH3:19])=[CH:9][CH:10]=2)[CH:15]=[N:14][C:13]=1[NH2:18]. Procedure: A solution of 7-(5-fluoro-2-methylphenyl)isoquinolin-3-amine (60.8 mg, 241 μmol) in dichloromethane (2.0 mL) was treated with N-chlorosuccinimde (35.2 mg, 264 μmol) at ambient temperature. After 24 h the mixture was absorbed directly onto silica gel in vacuo and purified by flash chromatography (silica, ISCO, 0-6% methanol in dichloromethane) to yield the title compound as a pale orange solid (59.0 mg, 85%). 1H NMR (400 MHz, CDCl3) δ 8.80 (s, 1H), 7.98 (d, J=8.7 Hz, 1H), 7.73 (s, 1H), 7.62 (d, J... Yield: 71.9%. Solvent: C(Cl)Cl (CH2Cl2). The product is Cl.C1N(CCC2=CC=CC=C12)CCCCNS(=O)(=O)C1=CC=CC2=CC=CC=C12 (Naphthalene-1-sulfonic acid [4-(3,4-dihydro-1H-isoquinolin-2-yl)-butyl]amide hydrochloride). Reaction conditions: time 8 hour. As a reaction SMILES: Cl.Cl.[NH2:3][CH2:4][CH2:5][CH2:6][CH2:7][N:8]1[CH2:17][CH2:16][C:15]2[C:10](=[CH:11][CH:12]=[CH:13][CH:14]=2)[CH2:9]1.C(N(CC)C(C)C)(C)C.[C:27]1([S:37]([Cl:40])(=[O:39])=[O:38])[C:36]2[C:31](=[CH:32][CH:33]=[CH:34][CH:35]=2)[CH:30]=[CH:29][CH:28]=1>C(Cl)Cl>[ClH:40].[CH2:9]1[C:10]2[C:15](=[CH:14][CH:13]=[CH:12][CH:11]=2)[CH2:16][CH2:17][N:8]1[CH2:7][CH2:6][CH2:5][CH2:4][NH:3][S:37]([C:27]1[C:36]2[C:31](=[CH:32][CH:33]=[CH:34][CH:35]=2)[CH:30]=[CH:29][CH:28]=1)(=[O:39])=[O:38] |f:0.1.2,6.7|. Procedure: A solution of 2-(4-aminobutyl)-1,2,3,4-tetrahydroisoquinoline dihydrochloride (272 mg, 1 mmol), N,N-diisopropylethylamine (517 mg, 4 mmol) in CH2Cl2 (10 mL), was added naphtalene-1-sulfonyl chloride (238 mg, 1.05 mmol) and was stirred overnight at room temperature. The resulting solution was washed with water (3×15 mL) and dried over Na2SO4, and evaporated to dryness. The free base was dissolved in 2-propanol (5 mL). A 2.8 M solution of hydrogen chloride in ethanol (0.40 mL) was then added. The ... Reactants: Cl.Cl.NCCCCN1CC2=CC=CC=C2CC1 (2-(4-aminobutyl)-1,2,3,4-tetrahydroisoquinoline dihydrochloride), C(C)(C)N(C(C)C)CC (N,N-diisopropylethylamine), C1(=CC=CC2=CC=CC=C12)S(=O)(=O)Cl (naphtalene-1-sulfonyl chloride). The reactants are Cc1cc(-c2ccc(Cl)cc2)nc(-n2cnc(-c3cccc(S(=O)(=O)NC(C)(C)C)c3)c2)n1, ClCCl, O=C(O)C(F)(F)F. Yields the product Cc1cc(-c2ccc(Cl)cc2)nc(-n2cnc(-c3cccc(S(N)(=O)=O)c3)c2)n1. As a reaction SMILES: [C:1]([CH3:2])([CH3:3])([CH3:4])[NH:5][S:6](=[O:7])(=[O:8])[c:9]1[cH:10][c:11](-[c:15]2[n:16][cH:17][n:18](-[c:20]3[n:21][c:22](-[c:27]4[cH:28][cH:29][c:30]([Cl:33])[cH:31][cH:32]4)[cH:23][c:24]([CH3:26])[n:25]3)[cH:19]2)[cH:12][cH:13][cH:14]1.[Cl:41][CH2:42][Cl:43].[F:34][C:35]([F:36])([F:37])[C:38]([OH:39])=[O:40]>>[NH2:5][S:6](=[O:7])(=[O:8])[c:9]1[cH:10][c:11](-[c:15]2[n:16][cH:17][n:18](-[c:20]3[n:21][c:22](-[c:27]4[cH:28][cH:29][c:30]([Cl:33])[cH:31][cH:32]4)[cH:23][c:24]([CH3:26])[n:25]3)[cH:19]2)[cH:12][cH:13][cH:14]1. Reactants: CC(C)(O)c1nc(Br)cs1, CC(=O)c1cc(Cl)c(Nc2nc3ccc(B4OC(C)(C)C(C)(C)O4)cc3c3c(=O)[nH]ccc23)c(Cl)c1, C1CCOC1, CCOC(C)=O, [Na+], [Na+], O=C([O-])[O-], c1ccc(P(c2ccccc2)(c2ccccc2)[Pd](P(c2ccccc2)(c2ccccc2)c2ccccc2)(P(c2ccccc2)(c2ccccc2)c2ccccc2)P(c2ccccc2)(c2ccccc2)c2ccccc2)cc1. Product: CC(=O)c1cc(Cl)c(Nc2nc3ccc(-c4csc(C(C)(C)O)n4)cc3c3c(=O)[nH]ccc23)c(Cl)c1. As a reaction SMILES: [Br:37][c:38]1[n:39][c:40]([C:43]([CH3:44])([CH3:45])[OH:46])[s:41][cH:42]1.[C:1]([CH3:2])(=[O:3])[c:4]1[cH:5][c:6]([Cl:36])[c:7]([NH:11][c:12]2[n:13][c:14]3[c:15]([c:16]4[c:17](=[O:22])[nH:18][cH:19][cH:20][c:21]24)[cH:23][c:24]([B:27]2[O:28][C:29]([CH3:30])([CH3:31])[C:32]([CH3:33])([CH3:34])[O:35]2)[cH:25][cH:26]3)[c:8]([Cl:10])[cH:9]1.[CH2:53]1[O:54][CH2:55][CH2:56][CH2:57]1.[CH3:58][CH2:59][O:60][C:61](=[O:62])[CH3:63].[Na+:47].[Na+:48].[O-:49][C:50](=[O:51])[O-:52].[cH:64]1[cH:65][cH:66][c:67]([P:68]([Pd:69]([P:70]([c:71]2[cH:72][cH:73][cH:74][cH:75][cH:76]2)([c:77]2[cH:78][cH:79][cH:80][cH:81][cH:82]2)[c:83]2[cH:84][cH:85][cH:86][cH:87][cH:88]2)([P:89]([c:90]2[cH:91][cH:92][cH:93][cH:94][cH:95]2)([c:96]2[cH:97][cH:98][cH:99][cH:100][cH:101]2)[c:102]2[cH:103][cH:104][cH:105][cH:106][cH:107]2)[P:108]([c:109]2[cH:110][cH:111][cH:112][cH:113][cH:114]2)([c:115]2[cH:116][cH:117][cH:118][cH:119][cH:120]2)[c:121]2[cH:122][cH:123][cH:124][cH:125][cH:126]2)([c:127]2[cH:128][cH:129][cH:130][cH:131][cH:132]2)[c:133]2[cH:134][cH:135][cH:136][cH:137][cH:138]2)[cH:139][cH:140]1>>[C:1]([CH3:2])(=[O:3])[c:4]1[cH:5][c:6]([Cl:36])[c:7]([NH:11][c:12]2[n:13][c:14]3[c:15]([c:16]4[c:17](=[O:22])[nH:18][cH:19][cH:20][c:21]24)[cH:23][c:24](-[c:38]2[n:39][c:40]([C:43]([CH3:44])([CH3:45])[OH:46])[s:41][cH:42]2)[cH:25][cH:26]3)[c:8]([Cl:10])[cH:9]1. Reactants: CC1=NC(=NC(N1CC=1SC(=CC1)C(F)(F)F)=O)SC (6-Methyl-4-(methylthio)-1-{[5-(trifluoromethyl)thiophen-2-yl]methyl}-1,3,5-triazin-2(1H)-one), N1(CCNCC1)C(=O)OC(C)(C)C (tert-butyl piperazine-1-carboxylate). The product is CC=1N(C(N=C(N1)N1CCN(CC1)C(=O)OC(C)(C)C)=O)CC=1SC(=CC1)C(F)(F)F (tert-Butyl 4-(6-methyl-4-oxo-5-{[5-(trifluoromethyl)thiophen-2-yl]methyl}-4,5-dihydro-1,3,5-triazin-2-yl)piperazine-1-carboxylate). The yield is 97.1%. RXN SMILES: [CH3:1][C:2]1[N:7]([CH2:8][C:9]2[S:10][C:11]([C:14]([F:17])([F:16])[F:15])=[CH:12][CH:13]=2)[C:6](=[O:18])[N:5]=[C:4](SC)[N:3]=1.[N:21]1([C:27]([O:29][C:30]([CH3:33])([CH3:32])[CH3:31])=[O:28])[CH2:26][CH2:25][NH:24][CH2:23][CH2:22]1>>[CH3:1][C:2]1[N:7]([CH2:8][C:9]2[S:10][C:11]([C:14]([F:17])([F:16])[F:15])=[CH:12][CH:13]=2)[C:6](=[O:18])[N:5]=[C:4]([N:24]2[CH2:23][CH2:22][N:21]([C:27]([O:29][C:30]([CH3:33])([CH3:32])[CH3:31])=[O:28])[CH2:26][CH2:25]2)[N:3]=1. Procedure: 6-Methyl-4-(methylthio)-1-{[5-(trifluoromethyl)thiophen-2-yl]methyl}-1,3,5-triazin-2(1H)-one (309 mg, 0.962 mmol) synthesized in Reference Synthesis Example 292 and tert-butyl piperazine-1-carboxylate (269 mg, 1.44 mmol) were used to obtain the title compound (429 mg, yield 97%) by synthesis in a similar manner to Reference Synthesis Example 348. Reactants: COCCn1ccc2nccc(Sc3ccc([N+](=O)[O-])cc3)c21, CO, O, O, Cl[Sn]Cl. Yields the product COCCn1ccc2nccc(Sc3ccc(N)cc3)c21. As a reaction SMILES: [CH3:1][O:2][CH2:3][CH2:4][n:5]1[cH:6][cH:7][c:8]2[n:9][cH:10][cH:11][c:12]([S:14][c:15]3[cH:16][cH:17][c:18]([N+:21]([O-:22])=[O:23])[cH:19][cH:20]3)[c:13]12.[CH3:29][OH:30].[OH2:24].[OH2:25].[Sn:26]([Cl:27])[Cl:28]>>[CH3:1][O:2][CH2:3][CH2:4][n:5]1[cH:6][cH:7][c:8]2[n:9][cH:10][cH:11][c:12]([S:14][c:15]3[cH:16][cH:17][c:18]([NH2:21])[cH:19][cH:20]3)[c:13]12. Starting materials: ClCCl, CC(C)(C)OC(=O)n1cccc1-c1ccc2c(C(N)=O)c(NC(N)=O)[nH]c2c1, [Na+], [OH-], O, O=C(O)C(F)(F)F. Yields the product NC(=O)Nc1[nH]c2cc(-c3ccc[nH]3)ccc2c1C(N)=O. As a reaction SMILES: [Cl:39][CH2:40][Cl:41].[NH2:8][C:9](=[O:10])[NH:11][c:12]1[nH:13][c:14]2[cH:15][c:16](-[c:24]3[n:25]([C:29]([O:30][C:31]([CH3:32])([CH3:33])[CH3:34])=[O:35])[cH:26][cH:27][cH:28]3)[cH:17][cH:18][c:19]2[c:20]1[C:21](=[O:22])[NH2:23].[Na+:37].[OH-:36].[OH2:38].[OH:1][C:2]([C:3]([F:4])([F:5])[F:6])=[O:7]>>[NH2:8][C:9](=[O:10])[NH:11][c:12]1[nH:13][c:14]2[cH:15][c:16](-[c:24]3[nH:25][cH:26][cH:27][cH:28]3)[cH:17][cH:18][c:19]2[c:20]1[C:21](=[O:22])[NH2:23].